From a dataset of the Open Reaction Database (ORD), a public repository of structured organic reaction records. describe an organic reaction: reactants, conditions, products, and yield The reactants are C(C1=CC=CC=C1)N1CC2=CC=C(C=C2C1)Br (2-benzyl-5-bromo-2,3-dihydro-1H-isoindole), C(CCC)[Sn](C=1OCCCC1)(CCCC)CCCC (tributyl-(5,6-dihydro-4H-pyran-2-yl)-stannane). The product is C(C1=CC=CC=C1)N1CC2=CC=C(C=C2C1)C=1OCCCC1 (2-Benzyl-5-(5,6-dihydro-4H-pyran-2-yl)-2,3-dihydro-1H-isoindole). Reaction SMILES: [CH2:1]([N:8]1[CH2:16][C:15]2[C:10](=[CH:11][CH:12]=[C:13](Br)[CH:14]=2)[CH2:9]1)[C:2]1[CH:7]=[CH:6][CH:5]=[CH:4][CH:3]=1.C([Sn](CCCC)(CCCC)[C:23]1[O:24][CH2:25][CH2:26][CH2:27][CH:28]=1)CCC>>[CH2:1]([N:8]1[CH2:16][C:15]2[C:10](=[CH:11][CH:12]=[C:13]([C:23]3[O:24][CH2:25][CH2:26][CH2:27][CH:28]=3)[CH:14]=2)[CH2:9]1)[C:2]1[CH:7]=[CH:6][CH:5]=[CH:4][CH:3]=1. Reported procedure: Prepared in analogy to Example A49(a) from 2-benzyl-5-bromo-2,3-dihydro-1H-isoindole (Example A62(a)) and tributyl-(5,6-dihydro-4H-pyran-2-yl)-stannane. Orange oil. MS (m/e): 292.1 ([M+H]+, 100%).